This data is from the Open Reaction Database (ORD), a public repository of structured organic reaction records. The task is: describe an organic reaction: reactants, conditions, products, and yield Starting materials: C(=O)[O-].[NH4+] (ammonium formate), C(C)(C)(C)OC(NCCC1=CC=C(C=C1)OCCC\C=C\C1=CC(=C(C=C1)OCC1=CC=CC=C1)[C@H](CCN(C(C)C)C(C)C)C1=CC=CC=C1)=O (Tert-butyl[2-(4-{[(4E)-5-{4-(benzyloxy)-3-[(1R)-3-(diisopropylamino)-1-phenylpropyl]phenyl}pent-4-en-1-yl]oxy}phenyl)ethyl]carbamate). Reagents/catalysts: [OH-].[Pd+2].[OH-] (palladium hydroxide). Run in C(C)O (ethanol). Run at temperature 90 celsius, time 1 hour. The product is N (ammonia), C(C)(C)(C)OC(NCCC1=CC=C(C=C1)OCCCCCC1=CC(=C(C=C1)O)[C@H](CCN(C(C)C)C(C)C)C1=CC=CC=C1)=O (tert-butyl(2-{4-[(5-{3-[(1R)-3-(diisopropylamino)-1-phenylpropyl]-4-hydroxyphenyl}pentyl)oxy]phenyl}ethyl)carbamate). RXN SMILES: [C:1]([O:5][C:6](=[O:52])[NH:7][CH2:8][CH2:9][C:10]1[CH:15]=[CH:14][C:13]([O:16][CH2:17][CH2:18][CH2:19]/[CH:20]=[CH:21]/[C:22]2[CH:27]=[CH:26][C:25]([O:28]CC3C=CC=CC=3)=[C:24]([C@@H:36]([C:46]3[CH:51]=[CH:50][CH:49]=[CH:48][CH:47]=3)[CH2:37][CH2:38][N:39]([CH:43]([CH3:45])[CH3:44])[CH:40]([CH3:42])[CH3:41])[CH:23]=2)=[CH:12][CH:11]=1)([CH3:4])([CH3:3])[CH3:2].C([O-])=O.[NH4+]>C(O)C.[OH-].[Pd+2].[OH-]>[NH3:7].[C:1]([O:5][C:6](=[O:52])[NH:7][CH2:8][CH2:9][C:10]1[CH:11]=[CH:12][C:13]([O:16][CH2:17][CH2:18][CH2:19][CH2:20][CH2:21][C:22]2[CH:27]=[CH:26][C:25]([OH:28])=[C:24]([C@@H:36]([C:46]3[CH:47]=[CH:48][CH:49]=[CH:50][CH:51]=3)[CH2:37][CH2:38][N:39]([CH:43]([CH3:44])[CH3:45])[CH:40]([CH3:42])[CH3:41])[CH:23]=2)=[CH:14][CH:15]=1)([CH3:3])([CH3:2])[CH3:4] |f:1.2,4.5.6|. Reported procedure: Tert-butyl[2-(4-{[(4E)-5-{4-(benzyloxy)-3-[(1R)-3-(diisopropylamino)-1-phenylpropyl]phenyl}pent-4-en-1-yl]oxy}phenyl)ethyl]carbamate (Preparation 57, 2.5 g, 3.5 mmol) was dissolved in ethanol (50 ml) and palladium hydroxide (20% by weight on carbon, 600 mg, 0.84 mmol) and ammonium formate (2.0 g, 30 mmol) were added and stirred at 90° C. for 1 hour. Reaction was cooled and filtered through arbocel and the solvent removed in vacuo. The residue was purified by column chromatography on silica gel e... Reactants: NC1=C(C=CC(=C1)[N+](=O)[O-])S (2-Amino-4-nitrobenzenethiol), S1C(=CC=C1)C(=O)O (thiophene-2-carboxylic acid). The solvent is C(Cl)(Cl)Cl (CHCl3). Product: [N+](=O)([O-])C=1C=CC2=C(N=C(S2)C=2SC=CC2)C1 (5-Nitro-2-(2-thienyl)benzothiazole). Reaction SMILES: [NH2:1][C:2]1[CH:7]=[C:6]([N+:8]([O-:10])=[O:9])[CH:5]=[CH:4][C:3]=1[SH:11].[S:12]1[CH:16]=[CH:15][CH:14]=[C:13]1[C:17](O)=O>C(Cl)(Cl)Cl>[N+:8]([C:6]1[CH:5]=[CH:4][C:3]2[S:11][C:17]([C:13]3[S:12][CH:16]=[CH:15][CH:14]=3)=[N:1][C:2]=2[CH:7]=1)([O-:10])=[O:9]. Reported procedure: 2-Amino-4-nitrobenzenethiol, 9.6 g (0.054 mole) and thiophene-2-carboxylic acid, 10.0 g (0.075 mole) are added to a solution of 54 g of PPE in 130 cc CHCl3. The mixture is heated at reflux for 2 hours. It is then concentrated in vacuo and the residue poured over ice. The pH is adjusted to 10 with 50% NaOH solution, and the precipitate filtered and washed with H2O. Drying in vacuo yields 15 g of the title compound. Reactants: COC1=CC=C(C=C1)O (4-methoxy-phenol), [H-].[Na+] (NaH), CC1=CC=C(C=C1)S(=O)(=O)OC[C@H]1N(CCC1)S(=O)(=O)C1=CC=2C3(C=4N(C2C=C1)CC(CN4)(C)C)OCCCO3 ({(2S)-1-[(3′,3′-Dimethyl-3′,4′-dihydro-2′H-spiro[1,3-dioxane-2,10′-pyrimido[1,2-a]indol]-8′-yl)sulfonyl]pyrrolidin-2-yl}methyl 4-methylbenzenesulfonate), CN(C)C=O (DMF). Run in C1CCOC1 (THF), C1CCOC1 (THF). Run at time 1 hour. Product: COC1=CC=C(OC[C@H]2N(CCC2)S(=O)(=O)C2=CC=3C(C=4N(C3C=C2)CC(CN4)(C)C)=O)C=C1 (8-({(2S)-2-[(4-Methoxyphenoxy)methyl]pyrrolidin-1-yl}sulfonyl)-3,3-dimethyl-3,4-dihydropyrimido[1,2-a]indol-10(2H)-one). The yield is 30.5%. Reaction SMILES: [CH3:1][O:2][C:3]1[CH:8]=[CH:7][C:6]([OH:9])=[CH:5][CH:4]=1.[H-].[Na+].CC1C=CC(S(O[CH2:23][C@@H:24]2[CH2:28][CH2:27][CH2:26][N:25]2[S:29]([C:32]2[CH:40]=[CH:39][C:38]3[N:37]4[CH2:41][C:42]([CH3:46])([CH3:45])[CH2:43][N:44]=[C:36]4[C:35]4(OCCC[O:47]4)[C:34]=3[CH:33]=2)(=[O:31])=[O:30])(=O)=O)=CC=1.CN(C=O)C>C1COCC1>[CH3:1][O:2][C:3]1[CH:8]=[CH:7][C:6]([O:9][CH2:23][C@@H:24]2[CH2:28][CH2:27][CH2:26][N:25]2[S:29]([C:32]2[CH:40]=[CH:39][C:38]3[N:37]4[CH2:41][C:42]([CH3:46])([CH3:45])[CH2:43][N:44]=[C:36]4[C:35](=[O:47])[C:34]=3[CH:33]=2)(=[O:31])=[O:30])=[CH:5][CH:4]=1 |f:1.2|. Procedure: To a solution of 4-methoxy-phenol (0.420 mmol) in THF (3 mL) was added NaH (60% dispersion in mineral oil) (0.015 g, 0.063 mmol) and the reaction was stirred at rt for 1 hr. {(2S)-1-[(3′,3′-Dimethyl-3′,4′-dihydro-2′H-spiro[1,3-dioxane-2,10′-pyrimido[1,2-a]indol]-8′-yl)sulfonyl]pyrrolidin-2-yl}methyl 4-methylbenzenesulfonate (0.12 g, 0.21 mmol) in THF (2 mL)/DMF (2 mL) was then added and the reaction heated overnight at 100° C. The reaction was quenched with water and extracted with EtOAc (3×). T... Reactants: O=C(O)C12CC3CC(CC(C3)C1)C2, [Cl-], Clc1ccc(C23CNCC2C3)cc1, [Na+], [Na+], O=C([O-])[O-]. Product: O=C(N1CC2CC2(c2ccc(Cl)cc2)C1)C12CC3CC(CC(C3)C1)C2. Reaction SMILES: [C:21]12([C:31](=[O:32])[OH:33])[CH2:22][CH:23]3[CH2:24][CH:25]([CH2:26][CH:27]([CH2:28]1)[CH2:29]3)[CH2:30]2.[Cl-:20].[Cl:1][c:2]1[cH:3][cH:4][c:5]([C:8]23[CH2:9][NH:10][CH2:11][CH:12]2[CH2:13]3)[cH:6][cH:7]1.[Na+:14].[Na+:15].[O-:16][C:17](=[O:18])[O-:19]>>[Cl:1][c:2]1[cH:3][cH:4][c:5]([C:8]23[CH2:9][N:10]([C:31]([C:21]45[CH2:22][CH:23]6[CH2:24][CH:25]([CH2:26][CH:27]([CH2:28]4)[CH2:29]6)[CH2:30]5)=[O:32])[CH2:11][CH:12]2[CH2:13]3)[cH:6][cH:7]1. Reactants: CC(C)(C)OC(=O)N1CCNCC1, ClCCl, O=C(Cl)c1ccccc1[N+](=O)[O-]. Product: CC(C)(C)OC(=O)N1CCN(C(=O)c2ccccc2[N+](=O)[O-])CC1. RXN SMILES: [C:1]([CH3:2])([CH3:3])([CH3:4])[O:5][C:6](=[O:7])[N:8]1[CH2:9][CH2:10][NH:11][CH2:12][CH2:13]1.[Cl:26][CH2:27][Cl:28].[N+:14](=[O:15])([O-:16])[c:17]1[c:18]([C:19](=[O:20])[Cl:21])[cH:22][cH:23][cH:24][cH:25]1>>[C:1]([CH3:2])([CH3:3])([CH3:4])[O:5][C:6](=[O:7])[N:8]1[CH2:9][CH2:10][N:11]([C:19]([c:18]2[c:17]([N+:14](=[O:15])[O-:16])[cH:25][cH:24][cH:23][cH:22]2)=[O:20])[CH2:12][CH2:13]1. The reactants are Cc1ccccc1, [H][H], CC(C)(C)OC(=O)NCCNc1c([N+](=O)[O-])cnc2ccccc12, [Na+], [Na+], O=S(=O)([O-])[O-]. The product is CC(C)(C)OC(=O)NCCNc1c(N)cnc2ccccc12. Reaction SMILES: [CH3:34][c:35]1[cH:36][cH:37][cH:38][cH:39][cH:40]1.[H:32][H:33].[N+:8]([O-:9])(=[O:10])[c:11]1[cH:12][n:13][c:14]2[cH:15][cH:16][cH:17][cH:18][c:19]2[c:20]1[NH:21][CH2:22][CH2:23][NH:24][C:25]([O:26][C:27]([CH3:28])([CH3:29])[CH3:30])=[O:31].[Na+:1].[Na+:2].[O-:3][S:4](=[O:5])(=[O:6])[O-:7]>>[NH2:8][c:11]1[cH:12][n:13][c:14]2[cH:15][cH:16][cH:17][cH:18][c:19]2[c:20]1[NH:21][CH2:22][CH2:23][NH:24][C:25]([O:26][C:27]([CH3:28])([CH3:29])[CH3:30])=[O:31]. The reactants are C(C)(C)(C)P(C1=C(C(=CC=C1OC)OC)C1=C(C=C(C=C1C(C)C)C(C)C)C(C)C)C(C)(C)C (di-tert-butyl(2′,4′,6′-triisopropyl-3,6-dimethoxybiphenyl-2-yl)phosphine), [O-]P(=O)([O-])[O-].[K+].[K+].[K+] (potassium phosphate tribasic), FC(C(OC(C(F)(F)F)(F)F)(F)F)(S(=O)(=O)OC1=CC2=CC=C(C=C2C=C1)C1=C(C(=CC(=C1)N1C(NC(C=C1)=O)=O)C(C)(C)C)OC)F (6-(3-tert-Butyl-5-(2,4-dioxo-3,4-dihydropyrimidin-1(2H)-yl)-2-methoxyphenyl)naphthalen-2-yl 1,1,2,2-tetrafluoro-2-(perfluoroethoxy)ethanesulfonate), FC(C(OC(C(F)(F)F)(F)F)(F)F)(S(=O)(=O)OC1=CC2=CC=C(C=C2C=C1)C1=C(C(=CC(=C1)N1C(NC(C=C1)=O)=O)C(C)(C)C)OC)F (6-(3-tert-Butyl-5-(2,4-dioxo-3,4-dihydropyrimidin-1(2H)-yl)-2-methoxyphenyl)naphthalen-2-yl 1,1,2,2-tetrafluoro-2-(perfluoroethoxy)ethanesulfonate), CS(=O)(=O)N (methanesulfonamide), CC1OCCC1 (2-Methyltetrahydrofuran). The reagents and catalysts are C=1C=CC(=CC1)/C=C/C(=O)/C=C/C2=CC=CC=C2.C=1C=CC(=CC1)/C=C/C(=O)/C=C/C2=CC=CC=C2.C=1C=CC(=CC1)/C=C/C(=O)/C=C/C2=CC=CC=C2.[Pd].[Pd] (Tris(dibenzylideneacetone)dipalladium(0)). Solvent: C(C)(=O)OCC (ethyl acetate). Run at temperature 80 celsius, time 30 minute. Product: C(C)(C)(C)C=1C(=C(C=C(C1)N1C(NC(C=C1)=O)=O)C=1C=C2C=CC(=CC2=CC1)NS(=O)(=O)C)OC (N-(6-(3-tert-butyl-5-(2,4-dioxo-3,4-dihydropyrimidin-1(2H)-yl)-2-methoxyphenyl)naphthalen-2-yl)methanesulfonamide). As a reaction SMILES: C(P(C(C)(C)C)C1C(OC)=CC=C(OC)C=1C1C(C(C)C)=CC(C(C)C)=CC=1C(C)C)(C)(C)C.[O-]P([O-])([O-])=O.[K+].[K+].[K+].CC1CCCO1.FC(F)(S(O[C:66]1[CH:75]=[CH:74][C:73]2[C:68](=[CH:69][CH:70]=[C:71]([C:76]3[CH:81]=[C:80]([N:82]4[CH:87]=[CH:86][C:85](=[O:88])[NH:84][C:83]4=[O:89])[CH:79]=[C:78]([C:90]([CH3:93])([CH3:92])[CH3:91])[C:77]=3[O:94][CH3:95])[CH:72]=2)[CH:67]=1)(=O)=O)C(F)(F)OC(F)(F)C(F)(F)F.[CH3:97][S:98]([NH2:101])(=[O:100])=[O:99]>C1C=CC(/C=C/C(/C=C/C2C=CC=CC=2)=O)=CC=1.C1C=CC(/C=C/C(/C=C/C2C=CC=CC=2)=O)=CC=1.C1C=CC(/C=C/C(/C=C/C2C=CC=CC=2)=O)=CC=1.[Pd].[Pd].C(OCC)(=O)C>[C:90]([C:78]1[C:77]([O:94][CH3:95])=[C:76]([C:71]2[CH:72]=[C:73]3[C:68](=[CH:69][CH:70]=2)[CH:67]=[C:66]([NH:101][S:98]([CH3:97])(=[O:100])=[O:99])[CH:75]=[CH:74]3)[CH:81]=[C:80]([N:82]2[CH:87]=[CH:86][C:85](=[O:88])[NH:84][C:83]2=[O:89])[CH:79]=1)([CH3:92])([CH3:91])[CH3:93] |f:1.2.3.4,8.9.10.11.12|. Reported procedure: Tris(dibenzylideneacetone)dipalladium(0) (0.0026 g, 2.80 μmol), di-tert-butyl(2′,4′,6′-triisopropyl-3,6-dimethoxybiphenyl-2-yl)phosphine (0.0033 g, 6.72 μmol) and milled potassium phosphate tribasic (0.131 g, 0.616 mmol) were charged to a 40-mL reaction vial inside an inert atmosphere glove box. 2-Methyltetrahydrofuran (1.5 mL) was added, the vial was capped, and the contents were heated to 80° C. and stirred at this temperature for 30 minutes. The reaction mixture was cooled down to room temper... The reactants are COC(C1=CC=C(C=C1)CCl)=O (4-Chloromethylbenzoic acid methyl ester), CN1CCNCC1 (1-methylpiperazine), [I-].[Na+] (sodium iodide), CN1CCNCC1 (1-methylpiperazine), [I-].[Na+] (sodium iodide). The solvent is CC(=O)C (acetone). Reaction conditions: temperature 60 celsius, time 9 hour. Yields the product COC(C1=CC=C(C=C1)CN1CCN(CC1)C)=O (4-(4-methyl-piperazin-1-ylmethyl)benzoic acid methyl ester). As a reaction SMILES: [CH3:1][O:2][C:3](=[O:12])[C:4]1[CH:9]=[CH:8][C:7]([CH2:10]Cl)=[CH:6][CH:5]=1.[CH3:13][N:14]1[CH2:19][CH2:18][NH:17][CH2:16][CH2:15]1.[I-].[Na+]>CC(C)=O>[CH3:1][O:2][C:3](=[O:12])[C:4]1[CH:9]=[CH:8][C:7]([CH2:10][N:17]2[CH2:18][CH2:19][N:14]([CH3:13])[CH2:15][CH2:16]2)=[CH:6][CH:5]=1 |f:2.3|. Procedure: 4-Chloromethylbenzoic acid methyl ester (1.66 g), 1-methylpiperazine (1.8 g) and sodium iodide (0.67 g) were added into acetone (50 ml). The reaction mixture was stirred at 60° C. for 9 hours. More 1-methylpiperazine (0.9 g) and sodium iodide (0.34 g) were added and after stirring additional 1½ hours at 60° C. the reaction mixture was allowed to cool into room temperature. The mixture was filtered and acetone was evaporated. The residue was dissolved in ethyl acetate and washed with water. The s... Reactants: ClS(=O)(=O)O (chlorosulfonic acid), COCCC1=CSC=C1 (3-(2-methoxyethyl)thiophene). Run at temperature -10 celsius, time 1 hour. Yields the product COCCC1=C(SC=C1)S(=O)(=O)Cl (3-(2-Methoxyethyl)thiophene-2-sulfonyl chloride). Yield: 25.0%. As a reaction SMILES: [Cl:1][S:2]([OH:5])(=O)=[O:3].[CH3:6][O:7][CH2:8][CH2:9][C:10]1[CH:14]=[CH:13][S:12][CH:11]=1>>[CH3:6][O:7][CH2:8][CH2:9][C:10]1[CH:14]=[CH:13][S:12][C:11]=1[S:2]([Cl:1])(=[O:5])=[O:3]. Reported procedure: To 56 g of chlorosulfonic acid at -15° C. was added with efficient stirring 14.2 g of 3-(2-methoxyethyl)thiophene. The mixture was stirred for one hour at -10° C. and then cautiously added to ice and the resultant mixture extracted with methylene chloride. The methylene chloride extract was washed with cold water, dried over magnesium sulfate, filtered and concentrated to yield 6.0 g of an oil. Infrared absorption spectroscopy showed peaks at 1160, 1180 and 1360 cm-1 consistent for sulfonyl chlo...